Dataset: the Open Reaction Database (ORD), a public repository of structured organic reaction records. Task: describe an organic reaction: reactants, conditions, products, and yield The reactants are CC(C)(C)OC(=O)NC1CCNCC1, CC#N, IC1CCCC1, [K+], [K+], O=C([O-])[O-]. Product: CC(C)(C)OC(=O)NC1CCN(C2CCCC2)CC1. RXN SMILES: [C:1]([CH3:2])([CH3:3])([CH3:4])[O:5][C:6]([NH:7][CH:8]1[CH2:9][CH2:10][NH:11][CH2:12][CH2:13]1)=[O:14].[CH3:27][C:28]#[N:29].[I:15][CH:16]1[CH2:17][CH2:18][CH2:19][CH2:20]1.[K+:21].[K+:22].[O-:23][C:24]([O-:25])=[O:26]>>[C:1]([CH3:2])([CH3:3])([CH3:4])[O:5][C:6]([NH:7][CH:8]1[CH2:9][CH2:10][N:11]([CH:16]2[CH2:17][CH2:18][CH2:19][CH2:20]2)[CH2:12][CH2:13]1)=[O:14].